Dataset: the Open Reaction Database (ORD), a public repository of structured organic reaction records. Task: describe an organic reaction: reactants, conditions, products, and yield Starting materials: CC(=O)O[BH-](OC(C)=O)OC(C)=O, CC(=O)O, ClCCCl, Fc1ccccc1C=CC1CCNCC1, COc1ncc(F)cc1C=O, [Na+], [Na+], [Na+], O=C([O-])[O-]. The product is COc1ncc(F)cc1CN1CCC(C=Cc2ccccc2F)CC1. Reaction SMILES: [C:27]([O:28][BH-:29]([O:30][C:31](=[O:32])[CH3:33])[O:34][C:35](=[O:36])[CH3:37])(=[O:38])[CH3:39].[CH3:51][C:52](=[O:53])[OH:54].[Cl:47][CH2:48][CH2:49][Cl:50].[F:12][c:13]1[c:14]([CH:19]=[CH:20][CH:21]2[CH2:22][CH2:23][NH:24][CH2:25][CH2:26]2)[cH:15][cH:16][cH:17][cH:18]1.[F:1][c:2]1[cH:3][c:4]([CH:10]=[O:11])[c:5]([O:8][CH3:9])[n:6][cH:7]1.[Na+:40].[Na+:41].[Na+:42].[O-:43][C:44](=[O:45])[O-:46]>>[F:1][c:2]1[cH:3][c:4]([CH2:10][N:24]2[CH2:23][CH2:22][CH:21]([CH:20]=[CH:19][c:14]3[c:13]([F:12])[cH:18][cH:17][cH:16][cH:15]3)[CH2:26][CH2:25]2)[c:5]([O:8][CH3:9])[n:6][cH:7]1. Product: N1(N=CC2=CC=C3C(=C12)C=CO3)CCO (2-(1H-furo[2,3-g]indazol-1-yl)ethanol). Reported procedure: A 0.44 g of lithium aluminum hydride was suspended in 50 ml of tetrahydrofuran under argon atmosphere, a tetrahydrofuran (10 ml) solution containing 2.60 g of (1H-furo[2,3-g]indazol-1-yl)ethyl acetate was added dropwise, and the resulting mixture was stirred at room temperature for 1 hour. The reaction solution was cooled in an ice bath, methanol was added to decompose excess lithium aluminum hydride, and then 0.44 ml of water, 0.44 ml of 15% sodium hydroxide aqueous solution and 1.30 ml of wate... Yield: 84.6%. The reactants are C(C)(=O)OCCN1N=CC2=CC=C3C(=C12)C=CO3 ((1H-furo[2,3-g]indazol-1-yl)ethyl acetate), [OH-].[Na+] (sodium hydroxide), [H-].[Al+3].[Li+].[H-].[H-].[H-] (lithium aluminum hydride), S(=O)(=O)([O-])[O-].[Mg+2] (magnesium sulfate), [H-].[Al+3].[Li+].[H-].[H-].[H-] (lithium aluminum hydride). Reaction conditions: time 1 hour. The solvent is O1CCCC1 (tetrahydrofuran), O (water), O (water), CO (methanol), O1CCCC1 (tetrahydrofuran). RXN SMILES: [H-].[Al+3].[Li+].[H-].[H-].[H-].C([O:10][CH2:11][CH2:12][N:13]1[C:21]2[C:16](=[CH:17][CH:18]=[C:19]3[O:24][CH:23]=[CH:22][C:20]3=2)[CH:15]=[N:14]1)(=O)C.[OH-].[Na+].S([O-])([O-])(=O)=O.[Mg+2]>O1CCCC1.O.CO>[N:13]1([CH2:12][CH2:11][OH:10])[C:21]2[C:16](=[CH:17][CH:18]=[C:19]3[O:24][CH:23]=[CH:22][C:20]3=2)[CH:15]=[N:14]1 |f:0.1.2.3.4.5,7.8,9.10|. Starting materials: [Ag+2], O=C([O-])[O-], Cc1ccccc1, CC(C)(COS(=O)(=O)CCCCl)C(OCc1ccccc1)C(=O)O, O=C(Cc1ccccc1)OCCl. The product is CC(C)(COS(=O)(=O)CCCCl)C(OCc1ccccc1)C(=O)OCOC(=O)Cc1ccccc1. RXN SMILES: [Ag+2:48].[C:44](=[O:45])([O-:46])[O-:47].[CH3:37][c:38]1[cH:39][cH:40][cH:41][cH:42][cH:43]1.[Cl:1][CH2:2][CH2:3][CH2:4][S:5](=[O:6])(=[O:7])[O:8][CH2:9][C:10]([CH:11]([C:12](=[O:13])[OH:14])[O:15][CH2:16][c:17]1[cH:18][cH:19][cH:20][cH:21][cH:22]1)([CH3:23])[CH3:24].[c:25]1([CH2:31][C:32](=[O:33])[O:34][CH2:35][Cl:36])[cH:26][cH:27][cH:28][cH:29][cH:30]1>>[Cl:1][CH2:2][CH2:3][CH2:4][S:5](=[O:6])(=[O:7])[O:8][CH2:9][C:10]([CH:11]([C:12](=[O:13])[O:14][CH2:35][O:34][C:32]([CH2:31][c:25]1[cH:26][cH:27][cH:28][cH:29][cH:30]1)=[O:33])[O:15][CH2:16][c:17]1[cH:18][cH:19][cH:20][cH:21][cH:22]1)([CH3:23])[CH3:24]. Starting materials: COC1=C(C=CC=C1)C1=C(C=C(C=C1)C(=O)N1CC=2N(CC3=C1C=CC=C3)C(=CC2)C(=O)O)C (10-[(2′-methoxy-2-methyl-[1,1′-biphenyl]-4-yl)carbonyl]-10,11-dihydro-5H— pyrrolo[2,1-c][1,4]benzodiazepine-3-carboxylic acid), CNCC(CO)O (3-methylamino-1,2-propanediol), O.ON1N=NC2=C1C=CC=C2 (1-hydroxybenzotriazole monohydrate), Cl.CN(CCCN=C=NCC)C (1-[3-(dimethylamino)propyl]-3-ethylcarbodiimide hydrochloride), C(C)(C)N(C(C)C)CC (N,N-diisopropylethyl amine). Solvent: CN(C=O)C (N,N-dimethylformamide), C(C)(=O)OCC (ethyl acetate). Run at time 8 hour. Yields the product OC(CN(C(=O)C1=CC=C2CN(C3=C(CN21)C=CC=C3)C(=O)C3=CC(=C(C=C3)C3=C(C=CC=C3)OC)C)C)CO (10-[(2′-Methoxy-2-methyl-[1,1′-biphenyl]-4-yl)carbonyl]-10,11-dihydro-5H-pyrrolo[2,1-c][1,4]benzodiazepine-3-carboxylic acid (2,3-dihydroxy-propyl)-methyl-amide). Isolated yield 18.5%. Reaction SMILES: [CH3:1][O:2][C:3]1[CH:8]=[CH:7][CH:6]=[CH:5][C:4]=1[C:9]1[CH:14]=[CH:13][C:12]([C:15]([N:17]2[C:23]3[CH:24]=[CH:25][CH:26]=[CH:27][C:22]=3[CH2:21][N:20]3[C:28]([C:31](O)=[O:32])=[CH:29][CH:30]=[C:19]3[CH2:18]2)=[O:16])=[CH:11][C:10]=1[CH3:34].[CH3:35][NH:36][CH2:37][CH:38](O)[CH2:39][OH:40].[OH2:42].ON1C2C=CC=CC=2N=N1.Cl.CN(C)CCCN=C=NCC.C(N(CC)C(C)C)(C)C>CN(C)C=O.C(OCC)(=O)C>[OH:42][CH:38]([CH2:39][OH:40])[CH2:37][N:36]([CH3:35])[C:31]([C:28]1[N:20]2[C:19]([CH2:18][N:17]([C:15]([C:12]3[CH:13]=[CH:14][C:9]([C:4]4[CH:5]=[CH:6][CH:7]=[CH:8][C:3]=4[O:2][CH3:1])=[C:10]([CH3:34])[CH:11]=3)=[O:16])[C:23]3[CH:24]=[CH:25][CH:26]=[CH:27][C:22]=3[CH2:21]2)=[CH:30][CH:29]=1)=[O:32] |f:2.3,4.5|. Reported procedure: To a solution of 10-[(2′-methoxy-2-methyl-[1,1′-biphenyl]-4-yl)carbonyl]-10,11-dihydro-5H— pyrrolo[2,1-c][1,4]benzodiazepine-3-carboxylic acid of Step E (0.50 g, 1.10 mmol) and 3-methylamino-1,2-propanediol (0.14 mL, 1.33 mmol) in N,N-dimethylformamide (4 mL) was added 1-hydroxybenzotriazole monohydrate (0.16 g, 1.18 mmol) and 1-[3-(dimethylamino)propyl]-3-ethylcarbodiimide hydrochloride (0.23 g, 1.20 mmol) followed by N,N-diisopropylethyl amine (0.29 mL, 1.66 mmol). The reaction mixture was sti... The reactants are C(C)(C)N1N=CN=C1C=1SC=2CCOC3=C(C2N1)C=C(C=C3)C3CN(C3)CCOC3OCCCC3 (2-(2-isopropyl-2H-[1,2,4]triazol-3-yl)-9-{1-[2-(tetrahydro-pyran-2-yloxy)-ethyl]-azetidin-3-yl}-4,5-dihydro-6-oxa-3-thia-1-aza-benzo[e]azulene), Cl.O1CCOCC1 (HCl dioxan). Run in CO (MeOH), C(Cl)Cl (DCM). Reaction conditions: time 3 hour. The product is C(C)(C)N1N=CN=C1C=1SC=2CCOC3=C(C2N1)C=C(C=C3)C3CN(C3)CCO (2-{3-[2-(2-Isopropyl-2H-[1,2,4]triazol-3-yl)-4,5-dihydro-6-oxa-3-thia-1-aza-benzo[e]azulen-9-yl]-azetidin-1-yl}-ethanol). Isolated yield 32.0%. RXN SMILES: [CH:1]([N:4]1[C:8]([C:9]2[S:10][C:11]3[CH2:12][CH2:13][O:14][C:15]4[CH:22]=[CH:21][C:20]([CH:23]5[CH2:26][N:25]([CH2:27][CH2:28][O:29]C6CCCCO6)[CH2:24]5)=[CH:19][C:16]=4[C:17]=3[N:18]=2)=[N:7][CH:6]=[N:5]1)([CH3:3])[CH3:2].Cl.O1CCOCC1>CO.C(Cl)Cl>[CH:1]([N:4]1[C:8]([C:9]2[S:10][C:11]3[CH2:12][CH2:13][O:14][C:15]4[CH:22]=[CH:21][C:20]([CH:23]5[CH2:24][N:25]([CH2:27][CH2:28][OH:29])[CH2:26]5)=[CH:19][C:16]=4[C:17]=3[N:18]=2)=[N:7][CH:6]=[N:5]1)([CH3:3])[CH3:2] |f:1.2|. Reported procedure: A solution of 2-(2-isopropyl-2H-[1,2,4]triazol-3-yl)-9-{1-[2-(tetrahydro-pyran-2-yloxy)-ethyl]-azetidin-3-yl}-4,5-dihydro-6-oxa-3-thia-1-aza-benzo[e]azulene (110 mg, 0.22 mmol) in MeOH (3 mL) and DCM (3 mL) was treated with 4N HCl/dioxan (2 mL, 8 mmol) and the mixture left to stand for 3 hours then concentrated in vacuo. The resultant residue was triturated with diethyl ether and dried under vacuum. Further purification by flash chromatography (SiO2, 0-10% 2N NH3/MeOH in DCM) gave 376 (29 mg, 32... The reactants are C(C1=CC=CC=C1)N1C=2N(C(C3=CC(=CC=C13)OC)=O)CCN2 (10-benzyl-7-methoxy-2,3-dihydro-imidazo[2,1-b]quinazolin-5(10H)-one), Br (hydrobromic acid). Conditions: time 2 hour. The product is C(C1=CC=CC=C1)N1C=2N(C(C3=CC(=CC=C13)O)=O)CCN2 (10-Benzyl-7-hydroxy-2,3-dihydro-imidazo[2,1-b]quinazolin-5(10H)-one). RXN SMILES: [CH2:1]([N:8]1[C:17]2[C:12](=[CH:13][C:14]([O:18]C)=[CH:15][CH:16]=2)[C:11](=[O:20])[N:10]2[CH2:21][CH2:22][N:23]=[C:9]12)[C:2]1[CH:7]=[CH:6][CH:5]=[CH:4][CH:3]=1.Br>>[CH2:1]([N:8]1[C:17]2[C:12](=[CH:13][C:14]([OH:18])=[CH:15][CH:16]=2)[C:11](=[O:20])[N:10]2[CH2:21][CH2:22][N:23]=[C:9]12)[C:2]1[CH:3]=[CH:4][CH:5]=[CH:6][CH:7]=1. Procedure: One gram of 10-benzyl-7-methoxy-2,3-dihydro-imidazo[2,1-b]quinazolin-5(10H)-one is added slowing to 10 ml. of 48% hydrobromic acid and the resulting mixture refluxed with stirring for 2 hours. The resulting mixture is cooled and the precipitated material filtered off and dissolved in 1N. sodium hydroxide. The resulting solution is washed twice with methylene chloride and slowly acidified to about pH6 with 2N hydrochloric acid to form a crystalline material which is filtered off, washed with wate... Starting materials: C1CCOC1, COCCCCN1CC(=O)c2cc(S(=O)(=O)NC(C)(C)C)sc2S1(=O)=O, CCOC(C)=O, OCCNCCO. Yields the product COCCCCN1CC(O)c2cc(S(=O)(=O)NC(C)(C)C)sc2S1(=O)=O. As a reaction SMILES: [CH2:34]1[O:35][CH2:36][CH2:37][CH2:38]1.[CH3:1][C:2]([CH3:3])([CH3:4])[NH:5][S:6](=[O:7])(=[O:8])[c:9]1[cH:10][c:11]2[c:16]([s:17]1)[S:15](=[O:18])(=[O:19])[N:14]([CH2:20][CH2:21][CH2:22][CH2:23][O:24][CH3:25])[CH2:13][C:12]2=[O:26].[CH3:39][CH2:40][O:41][C:42](=[O:43])[CH3:44].[OH:27][CH2:28][CH2:29][NH:30][CH2:31][CH2:32][OH:33]>>[CH3:1][C:2]([CH3:3])([CH3:4])[NH:5][S:6](=[O:7])(=[O:8])[c:9]1[cH:10][c:11]2[c:16]([s:17]1)[S:15](=[O:18])(=[O:19])[N:14]([CH2:20][CH2:21][CH2:22][CH2:23][O:24][CH3:25])[CH2:13][CH:12]2[OH:26].